This data is from the Open Reaction Database (ORD), a public repository of structured organic reaction records. The task is: describe an organic reaction: reactants, conditions, products, and yield The reactants are C(C)(C)(C)SCC(CC(C(=O)OC)(C)C)=O (methyl 5-(t-butylthio)-2,2-dimethyl-4-oxopentanoate), O (H2O), CC(=O)[O-].[Na+] (NaOAc), Cl.COC1=CC=C(C=C1)N(N)CC1=CC=C(C=C1)Cl (1-(4-methoxyphenyl)-1-(p-chlorobenzyl)hydrazine hydrochloride). Solvent: C1(=CC=CC=C1)C (toluene), C(C)(=O)O (acetic acid). Run at time 3 day. Product: COC(C(CC=1N(C2=CC=C(C=C2C1SC(C)(C)C)OC)CC1=CC=C(C=C1)Cl)(C)C)=O (3-[N-p-Chlorobenzyl-3-(t-butylthio)-5-methoxyindol-2-yl]-2,2-dimethylpropanoic acid methyl ester). RXN SMILES: [C:1]([S:5][CH2:6][C:7](=O)[CH2:8][C:9]([CH3:15])([CH3:14])[C:10]([O:12][CH3:13])=[O:11])([CH3:4])([CH3:3])[CH3:2].CC([O-])=O.[Na+].Cl.[CH3:23][O:24][C:25]1[CH:30]=[CH:29][C:28]([N:31]([CH2:33][C:34]2[CH:39]=[CH:38][C:37]([Cl:40])=[CH:36][CH:35]=2)N)=[CH:27][CH:26]=1.O>C1(C)C=CC=CC=1.C(O)(=O)C>[CH3:13][O:12][C:10](=[O:11])[C:9]([CH3:15])([CH3:14])[CH2:8][C:7]1[N:31]([CH2:33][C:34]2[CH:39]=[CH:38][C:37]([Cl:40])=[CH:36][CH:35]=2)[C:28]2[C:27]([C:6]=1[S:5][C:1]([CH3:4])([CH3:3])[CH3:2])=[CH:26][C:25]([O:24][CH3:23])=[CH:30][CH:29]=2 |f:1.2,3.4|. Procedure details: To a solution of 39 g of methyl 5-(t-butylthio)-2,2-dimethyl-4-oxopentanoate in a mixture of 300 mL of toluene and 150 mL of glacial acetic acid was added 15 g of NaOAc and 50 g of 1-(4-methoxyphenyl)-1-(p-chlorobenzyl)hydrazine hydrochloride. The reaction was maintained with stirring at room temperature for 3 days under argon in the dark. The mixture was poured into 3 L of H2O and extracted with 3×500 mL of EtOAc. The ethyl acetate was washed with 3×500 mL of water then solid NaHCO3 was added. ... Product: C=CCC(F)c1cccc(C#Cc2ccc(OC(F)F)cc2)c1. Starting materials: CCN(CC)S(F)(F)F, ClCCl, OC1CC(c2cccc(C#Cc3ccc(OC(F)F)cc3)c2)C1. RXN SMILES: [CH2:24]([N:25]([S:26]([F:27])([F:28])[F:30])[CH2:29][CH3:31])[CH3:32].[Cl:33][CH2:34][Cl:35].[F:1][CH:2]([O:3][c:4]1[cH:5][cH:6][c:7]([C:10]#[C:11][c:12]2[cH:13][c:14]([CH:18]3[CH2:19][CH:20]([OH:22])[CH2:21]3)[cH:15][cH:16][cH:17]2)[cH:8][cH:9]1)[F:23]>>[F:1][CH:2]([O:3][c:4]1[cH:5][cH:6][c:7]([C:10]#[C:11][c:12]2[cH:13][c:14]([CH:18]([CH2:19][CH:20]=[CH2:21])[F:30])[cH:15][cH:16][cH:17]2)[cH:8][cH:9]1)[F:23]. As a reaction SMILES: [CH2:6]([CH2:7][CH2:8][CH2:9][CH2:10][CH2:11][CH2:12][CH2:13][CH2:14][CH2:15][CH2:16][CH2:17][CH2:18][CH3:19])[c:20]1[cH:21][c:22]([C:25](=[O:26])[O:27][CH3:28])[nH:23][cH:24]1.[CH3:3][CH2:4][OH:5].[Na+:2].[OH-:1].[OH2:29]>>[CH2:6]([CH2:7][CH2:8][CH2:9][CH2:10][CH2:11][CH2:12][CH2:13][CH2:14][CH2:15][CH2:16][CH2:17][CH2:18][CH3:19])[c:20]1[cH:21][c:22]([C:25](=[O:26])[OH:27])[nH:23][cH:24]1. The reactants are CCCCCCCCCCCCCCc1c[nH]c(C(=O)OC)c1, CCO, [Na+], [OH-], O. The product is CCCCCCCCCCCCCCc1c[nH]c(C(=O)O)c1.